From a dataset of the Open Reaction Database (ORD), a public repository of structured organic reaction records. describe an organic reaction: reactants, conditions, products, and yield Starting materials: COC(C1=CC=C(C=C1)[C@H](C)NC(=O)C1CC1)=O (4-[1-(S)-(cyclopropanecarbonyl-amino)-ethyl]-benzoic acid methyl ester), [Li] (lithium). Run in C1CCOC1 (THF). Run at temperature 50 celsius. The product is C(=O)C1=CC=C(C=C1)[C@H](C)NC(=O)C1CC1 ((S)-Cyclopropanecarboxylic acid [1-(4-formyl-phenyl)-ethyl]-amide). As a reaction SMILES: C[O:2][C:3](=O)[C:4]1[CH:9]=[CH:8][C:7]([C@@H:10]([NH:12][C:13]([CH:15]2[CH2:17][CH2:16]2)=[O:14])[CH3:11])=[CH:6][CH:5]=1.[Li]>C1COCC1>[CH:3]([C:4]1[CH:9]=[CH:8][C:7]([C@@H:10]([NH:12][C:13]([CH:15]2[CH2:17][CH2:16]2)=[O:14])[CH3:11])=[CH:6][CH:5]=1)=[O:2] |^1:18|. Procedure details: To 1.95 g (7.89 mmol) 4-[1-(S)-(cyclopropanecarbonyl-amino)-ethyl]-benzoic acid methyl ester in 20 mL THF are added slowly 685 mg (31.6 mmol) lithium borhydride and stirred at 50° C. over night. The reaction is quenched by the addition of a sat. aq. NaHCO3-solution and extracted three times with EtOAc. The organic layers are combined, dried over MgSO4, filtered and the solvent is removed in vacuo. Starting materials: O=C([O-])O, CCN(CC)S(F)(F)F, ClCCl, [Na+], O, O=C(Nc1ccc(C2(O)CCN(C(=O)OCc3ccccc3)CC2)c(F)c1)OCc1ccccc1. Product: O=C(Nc1ccc(C2(F)CCN(C(=O)OCc3ccccc3)CC2)c(F)c1)OCc1ccccc1. As a reaction SMILES: [C:45](=[O:46])([OH:47])[O-:48].[CH2:1]([N:2]([S:3]([F:4])([F:5])[F:7])[CH2:6][CH3:8])[CH3:9].[CH2:50]([Cl:51])[Cl:52].[Na+:49].[OH2:53].[c:10]1([CH2:16][O:17][C:18](=[O:19])[N:20]2[CH2:21][CH2:22][C:23]([c:26]3[c:27]([F:43])[cH:28][c:29]([NH:32][C:33](=[O:34])[O:35][CH2:36][c:37]4[cH:38][cH:39][cH:40][cH:41][cH:42]4)[cH:30][cH:31]3)([OH:44])[CH2:24][CH2:25]2)[cH:11][cH:12][cH:13][cH:14][cH:15]1>>[F:7][C:23]1([c:26]2[c:27]([F:43])[cH:28][c:29]([NH:32][C:33](=[O:34])[O:35][CH2:36][c:37]3[cH:38][cH:39][cH:40][cH:41][cH:42]3)[cH:30][cH:31]2)[CH2:22][CH2:21][N:20]([C:18]([O:17][CH2:16][c:10]2[cH:11][cH:12][cH:13][cH:14][cH:15]2)=[O:19])[CH2:25][CH2:24]1.